This data is from the Open Reaction Database (ORD), a public repository of structured organic reaction records. The task is: describe an organic reaction: reactants, conditions, products, and yield Reactants: ClCCCS(=O)(=O)NCC(COC(NCCCCCCCCCCCCCCCCCC)=O)OC(NC)=O (3-(3-Chloropropylsulfonylamino)-2-methylcarbamoyloxy-1-octadecylcarbamoyloxypropane), C(CCCCCCCCCCCCCCC)SCC(CNS(=O)(=O)CCCI)OC (1-hexadecylthio-3-(3-iodopropylsulfonylamino)-2-methoxypropane). Yields the product ICCCS(=O)(=O)NCC(COC(NCCCCCCCCCCCCCCCCCC)=O)OC(NC)=O (3-(3-iodopropylsulfonylamino)-2-methylcarbamoyloxy-1-octadecylcarbamoyloxypropane). RXN SMILES: Cl[CH2:2][CH2:3][CH2:4][S:5]([NH:8][CH2:9][CH:10]([O:34][C:35](=[O:38])[NH:36][CH3:37])[CH2:11][O:12][C:13](=[O:33])[NH:14][CH2:15][CH2:16][CH2:17][CH2:18][CH2:19][CH2:20][CH2:21][CH2:22][CH2:23][CH2:24][CH2:25][CH2:26][CH2:27][CH2:28][CH2:29][CH2:30][CH2:31][CH3:32])(=[O:7])=[O:6].C(SCC(OC)CNS(CCC[I:66])(=O)=O)CCCCCCCCCCCCCCC>>[I:66][CH2:2][CH2:3][CH2:4][S:5]([NH:8][CH2:9][CH:10]([O:34][C:35](=[O:38])[NH:36][CH3:37])[CH2:11][O:12][C:13](=[O:33])[NH:14][CH2:15][CH2:16][CH2:17][CH2:18][CH2:19][CH2:20][CH2:21][CH2:22][CH2:23][CH2:24][CH2:25][CH2:26][CH2:27][CH2:28][CH2:29][CH2:30][CH2:31][CH3:32])(=[O:7])=[O:6]. Procedure details: 3-(3-Chloropropylsulfonylamino)-2-methylcarbamoyloxy-1-octadecylcarbamoyloxypropane IIIc2 is allowed to react and worked up by the same procedure as described in (5). m.p. 97°-99° C. The summary of the experimental condition and the physical data of the prodcut are listed in the Table 8. The reactants are CC1(OB(OC1(C)C)C=1C=C(C=NC1)C(C)(C)O)C (2-[5-(4,4,5,5-tetramethyl-1,3,2-dioxaborolan-2-yl)-3-pyridinyl]-2-propanol), ClC1=NN2C(C=CC=C2)=C1C1CC1 (2-chloro-3-cyclopropylpyrazolo[1,5-a]pyridine), C1(CCCCC1)P(C1=C(C=CC=C1)C1=C(C=CC=C1OC)OC)C1CCCCC1 (2-dicyclohexylphosphino-2′,6′-dimethoxy-1,1′-biphenyl), [O-]P(=O)([O-])[O-].[K+].[K+].[K+] (potassium phosphate tribasic). Reagents/catalysts: C(C)(=O)[O-].[Pd+2].C(C)(=O)[O-] (palladium acetate). The solvent is O1CCCC1 (tetrahydrofuran). Conditions: temperature 100 celsius. The product is C1(CC1)C=1C(=NN2C1C=CC=C2)C=2C=C(C=NC2)C(C)(C)O (2-(5-(3-cyclopropylpyrazolo[1,5-a]pyridin-2-yl)pyridin-3-yl)propan-2-ol). RXN SMILES: CC1(C)C(C)(C)OB([C:9]2[CH:10]=[C:11]([C:15]([OH:18])([CH3:17])[CH3:16])[CH:12]=[N:13][CH:14]=2)O1.Cl[C:21]1[C:29]([CH:30]2[CH2:32][CH2:31]2)=[C:24]2[CH:25]=[CH:26][CH:27]=[CH:28][N:23]2[N:22]=1.C1(P(C2CCCCC2)C2C=CC=CC=2C2C(OC)=CC=CC=2OC)CCCCC1.[O-]P([O-])([O-])=O.[K+].[K+].[K+]>O1CCCC1.C([O-])(=O)C.[Pd+2].C([O-])(=O)C>[CH:30]1([C:29]2[C:21]([C:9]3[CH:10]=[C:11]([C:15]([OH:18])([CH3:16])[CH3:17])[CH:12]=[N:13][CH:14]=3)=[N:22][N:23]3[CH:28]=[CH:27][CH:26]=[CH:25][C:24]=23)[CH2:32][CH2:31]1 |f:3.4.5.6,8.9.10|. Procedure: To a solution of the title compound from Example 1 Step D (0.114 g, 0.434 mmol) and the title compound from Example 1 Step B (0.084 g, 0.434 mmol) in tetrahydrofuran (4.34 mL) were added palladium acetate (0.010 g, 0.043 mmol), 2-dicyclohexylphosphino-2′,6′-dimethoxy-1,1′-biphenyl (0.036 g, 0.087 mmol), and potassium phosphate tribasic (0.277 g, 1.30 mmol). The resulting mixture was heated at 100° C. for 18 hours, then filtered and concentrated under reduced pressure. Purification by column chro... The reactants are CCOC(C)=O, CS(=O)(=O)Nc1ccc(CNC(=O)C=Cc2ccc(C(F)(F)F)nc2Cl)cc1F, OC1CCNC1, CN(C)C=O. The product is CS(=O)(=O)Nc1ccc(CNC(=O)C=Cc2ccc(C(F)(F)F)nc2N2CCC(O)C2)cc1F. Reaction SMILES: [CH3:41][CH2:42][O:43][C:44]([CH3:45])=[O:46].[Cl:1][c:2]1[n:3][c:4]([C:26]([F:27])([F:28])[F:29])[cH:5][cH:6][c:7]1[CH:8]=[CH:9][C:10](=[O:11])[NH:12][CH2:13][c:14]1[cH:15][c:16]([F:25])[c:17]([NH:20][S:21](=[O:22])(=[O:23])[CH3:24])[cH:18][cH:19]1.[NH:35]1[CH2:36][CH:37]([OH:40])[CH2:38][CH2:39]1.[O:30]=[CH:31][N:32]([CH3:33])[CH3:34]>>[c:2]1([N:35]2[CH2:36][CH:37]([OH:40])[CH2:38][CH2:39]2)[n:3][c:4]([C:26]([F:27])([F:28])[F:29])[cH:5][cH:6][c:7]1[CH:8]=[CH:9][C:10](=[O:11])[NH:12][CH2:13][c:14]1[cH:15][c:16]([F:25])[c:17]([NH:20][S:21](=[O:22])(=[O:23])[CH3:24])[cH:18][cH:19]1. Reaction SMILES: [CH2:1]([NH:7][C:8](=[O:29])[C@H:9]([CH:26]([CH3:28])C)[NH:10][C:11](=[O:25])[C@H:12]([CH2:21][CH:22]([CH3:24])[CH3:23])[NH:13]C(OC(C)(C)C)=O)CCCCC.ON1C2C=CC=CC=2N=N1.Cl.CNC(=O)[C@H](CC1[CH:52]=[CH:51][C:50]([O:53][CH2:54][CH2:55][CH3:56])=[CH:49][CH:48]=1)N.CN1CCOCC1.Cl.C(N=C=NCCCN(C)C)C>ClCCl.CN(C)C=O>[CH3:1][NH:7][C:8](=[O:29])[C@H:9]([CH2:26][C:28]1[CH:52]=[CH:51][C:50]([O:53][CH2:54][CH2:55][CH3:56])=[CH:49][CH:48]=1)[NH:10][C:11](=[O:25])[C@H:12]([CH2:21][CH:22]([CH3:23])[CH3:24])[NH2:13] |f:2.3,5.6|. Reactants: C(CCCCC)NC([C@@H](NC([C@@H](NC(=O)OC(C)(C)C)CC(C)C)=O)C(C)C)=O (N-tertiarybutyloxycarbonyl-L-leucyl-L-valine N-hexylamide), ON1N=NC2=C1C=CC=C2 (1-hydroxybenzotriazole), Cl.CNC([C@@H](N)CC1=CC=C(C=C1)OCCC)=O (O-propyl-L-tyrosine-N-methyl amide hydrochloride), CN1CCOCC1 (N-methyl morpholine), Cl.C(C)N=C=NCCCN(C)C (N-ethyl-N'-(3-dimethylaminopropyl)-carbodiimide hydrochloride). Procedure details: N-Tertiary butyloxycarbonyl-O-propyl-L-tyrosine N-methyl amide (370 mg, 1.1 mM) in dichloromethane (8 ml) was treated with trifluoroacetic acid (2 ml) at 20° C. for 2 h. The solvent was removed in vacuo and the residue redissolved in ether saturated with hydrogen chloride and this procedure repeated twice more to afford O-propyl-L-tyrosine-N-methyl amide hydrochloride (1.1 mM) which was used directly in the next step. N-(3-N-(Benzyloxycarbonyl)amino-1-(R)-methoxycarbonylpropyl)-L-leucine hydroch... Product: CNC([C@@H](NC([C@@H](N)CC(C)C)=O)CC1=CC=C(C=C1)OCCC)=O (L-leucyl-O-propyl-L-tyrosine-N-methyl amide). Conditions: temperature 20 celsius. Run in ClCCl (dichloromethane), ClCCl (dichloromethane), CN(C=O)C (dimethyl formamide). Reactants: E1, FC(C=1C=CC(=NC1)OC1=CC=C(C=C1)CCO)(F)F (2-(4-((5-(trifluoromethyl)pyridin-2-yl)oxy)phenyl)ethanol), ClC=1C=C2N(C(N1)=O)CCN2C (7-chloro-1-methyl-2,3-dihydroimidazo[1,2-c]pyrimidin-5(1H)-one), [H-].[Na+] (sodium hydride). The solvent is CN(C)C=O (DMF). Yields the product CN1CCN2C(N=C(C=C21)OCCC2=CC=C(C=C2)OC2=NC=C(C=C2)C(F)(F)F)=O (1-methyl-7-(4-((5-(trifluoromethyl)pyridin-2-yl)oxy)phenethoxy)-2,3-dihydroimid-azo[1,2-c]pyrimidin-5(1H)-one). RXN SMILES: Cl[C:2]1[CH:3]=[C:4]2[N:11]([CH3:12])[CH2:10][CH2:9][N:5]2[C:6](=[O:8])[N:7]=1.[H-].[Na+].[F:15][C:16]([F:34])([F:33])[C:17]1[CH:18]=[CH:19][C:20]([O:23][C:24]2[CH:29]=[CH:28][C:27]([CH2:30][CH2:31][OH:32])=[CH:26][CH:25]=2)=[N:21][CH:22]=1>CN(C=O)C>[CH3:12][N:11]1[C:4]2[N:5]([C:6](=[O:8])[N:7]=[C:2]([O:32][CH2:31][CH2:30][C:27]3[CH:26]=[CH:25][C:24]([O:23][C:20]4[CH:19]=[CH:18][C:17]([C:16]([F:34])([F:15])[F:33])=[CH:22][N:21]=4)=[CH:29][CH:28]=3)[CH:3]=2)[CH2:9][CH2:10]1 |f:1.2|. Reported procedure: Prepared in a manner similar to that described for E1 using 7-chloro-1-methyl-2,3-dihydroimidazo[1,2-c]pyrimidin-5(1H)-one (50 mg, 0.269 mmol), sodium hydride (21.55 mg, 0.539 mmol) and 2-(4-((5-(trifluoromethyl)pyridin-2-yl)oxy)phenyl)ethanol (76 mg, 0.269 mmol) in DMF (1 mL). Reactants: CCN=C=NCCCN(C)C, ClCCl, Cl, FC(F)(F)c1cccc(CN2CCNCC2)c1, O=C(O)CN1CCCC(c2ccccc2)(c2ccccc2)C1=O. Product: O=C(CN1CCCC(c2ccccc2)(c2ccccc2)C1=O)N1CCN(Cc2cccc(C(F)(F)F)c2)CC1. As a reaction SMILES: [CH2:42]([N:43]=[C:44]=[N:45][CH2:46][CH2:47][CH2:48][N:49]([CH3:50])[CH3:51])[CH3:52].[Cl:53][CH2:54][Cl:55].[ClH:41].[F:1][C:2]([c:3]1[cH:4][c:5]([CH2:6][N:7]2[CH2:8][CH2:9][NH:10][CH2:11][CH2:12]2)[cH:13][cH:14][cH:15]1)([F:16])[F:17].[O:18]=[C:19]1[N:20]([CH2:37][C:38](=[O:39])[OH:40])[CH2:21][CH2:22][CH2:23][C:24]1([c:25]1[cH:26][cH:27][cH:28][cH:29][cH:30]1)[c:31]1[cH:32][cH:33][cH:34][cH:35][cH:36]1>>[F:1][C:2]([c:3]1[cH:4][c:5]([CH2:6][N:7]2[CH2:8][CH2:9][N:10]([C:38]([CH2:37][N:20]3[C:19](=[O:18])[C:24]([c:25]4[cH:26][cH:27][cH:28][cH:29][cH:30]4)([c:31]4[cH:32][cH:33][cH:34][cH:35][cH:36]4)[CH2:23][CH2:22][CH2:21]3)=[O:39])[CH2:11][CH2:12]2)[cH:13][cH:14][cH:15]1)([F:16])[F:17]. Starting materials: CCOC(=O)CBr, CC(C)OP(=O)(CP(=O)(OC(C)C)OC(C)C)OC(C)C, [H-], [Na+], C1CCOC1, O. Yields the product CCOC(=O)CC(P(=O)(OC(C)C)OC(C)C)P(=O)(OC(C)C)OC(C)C. RXN SMILES: [Br:24][CH2:25][C:26](=[O:27])[O:28][CH2:29][CH3:30].[CH2:3]([P:4]([O:5][CH:6]([CH3:7])[CH3:8])([O:9][CH:10]([CH3:11])[CH3:12])=[O:13])[P:14]([O:15][CH:16]([CH3:17])[CH3:18])([O:19][CH:20]([CH3:21])[CH3:22])=[O:23].[H-:1].[Na+:2].[O:32]1[CH2:33][CH2:34][CH2:35][CH2:36]1.[OH2:31]>>[CH:3]([P:4]([O:5][CH:6]([CH3:7])[CH3:8])([O:9][CH:10]([CH3:11])[CH3:12])=[O:13])([P:14]([O:15][CH:16]([CH3:17])[CH3:18])([O:19][CH:20]([CH3:21])[CH3:22])=[O:23])[CH2:25][C:26](=[O:27])[O:28][CH2:29][CH3:30].